Task: describe an organic reaction: reactants, conditions, products, and yield. Dataset: the Open Reaction Database (ORD), a public repository of structured organic reaction records Starting materials: NC1=C(C(=NN1)C1=CC=C(C=C1)F)C1=CC=NC=C1 (5-amino-3-(4-fluorophenyl)-4-(pyridin-4-yl)pyrazole), C(C=C)(=O)OC (methyl acrylate), N1=CC=CC=C1 (pyridine). Run in O (water). Yields the product FC1=CC=C(C=C1)C1=NN2C(NC(CC2)=O)=C1C1=CC=NC=C1 (2-(4-fluorophenyl)-5-oxo-3-(pyridin-4-yl)-4,5,6,7-tetrahydropyrazolo[1,5-a]pyrimidine). Reaction SMILES: [NH2:1][C:2]1[NH:6][N:5]=[C:4]([C:7]2[CH:12]=[CH:11][C:10]([F:13])=[CH:9][CH:8]=2)[C:3]=1[C:14]1[CH:19]=[CH:18][N:17]=[CH:16][CH:15]=1.[C:20](OC)(=[O:23])[CH:21]=[CH2:22].N1C=CC=CC=1>O>[F:13][C:10]1[CH:11]=[CH:12][C:7]([C:4]2[C:3]([C:14]3[CH:19]=[CH:18][N:17]=[CH:16][CH:15]=3)=[C:2]3[NH:1][C:20](=[O:23])[CH2:21][CH2:22][N:6]3[N:5]=2)=[CH:8][CH:9]=1. Procedure details: A mixture of 5-amino-3-(4-fluorophenyl)-4-(pyridin-4-yl)pyrazole (1.016 g), methyl acrylate (10 ml), pyridine (20 ml) and water (5 ml) was refluxed for 8 hours. The mixture was cooled and concentrated in vacuo. The residue was dissolved in a mixture of acetic acid (10 ml) and concentrated hydrochloric acid (1.5 ml). The solution was refluxed for 2 hours, cooled and neutralized with an aqueous saturated sodium bicarbonate solution. The separated solid was collected, washed with water and dried to... The reactants are [F-].C(CCC)[N+](CCCC)(CCCC)CCCC (tetrabutylammonium fluoride), ice, O=S1(OC[C@@H](N1CC1=CC=CC=C1)C(C)C)=O ((4S)-2,2-dioxo-3-benzyl-4-isopropyl-1,2,3-oxathiazolidine). The solvent is C1CCOC1 (THF), C1CCOC1 (THF). Conditions: time 1 hour. Product: C(C1=CC=CC=C1)N[C@H](CF)C(C)C ((S)—N-Benzyl-1-fluoro-3-methylbutan-2-amine). Isolated yield 96.4%. RXN SMILES: O=S1(=O)[N:6]([CH2:7][C:8]2[CH:13]=[CH:12][CH:11]=[CH:10][CH:9]=2)[C@@H:5]([CH:14]([CH3:16])[CH3:15])[CH2:4]O1.[F-:18].C([N+](CCCC)(CCCC)CCCC)CCC>C1COCC1>[CH2:7]([NH:6][C@@H:5]([CH:14]([CH3:16])[CH3:15])[CH2:4][F:18])[C:8]1[CH:13]=[CH:12][CH:11]=[CH:10][CH:9]=1 |f:1.2|. Reported procedure: To an ice-cooled solution of (4S)-2,2-dioxo-3-benzyl-4-isopropyl-1,2,3-oxathiazolidine (1.9 g, 7.44 mmol) in THF (30 mL) was added a 1.0 M THF solution of tetrabutylammonium fluoride (14.88 mL, 14.88 mmol). The mixture was stirred for 1 h as ice bath melted and the reaction was gradually warmed to room temperature, then stirred overnight. The mixture was concentrated, and the remaining residue was treated with ether (25 mL) and 20% vol/vol aqueous sulfuric acid (25 mL). The reaction was stirred ... Starting materials: COCCOCCOc1ccc2sc(C(=O)Nc3ccccc3NC(=O)OC(C)(C)C)cc2c1, O=C([O-])O, [Na+], O=C(O)C(F)(F)F. Product: COCCOCCOc1ccc2sc(C(=O)Nc3ccccc3N)cc2c1. Reaction SMILES: [C:1]([O:2][C:3](=[O:4])[NH:7][c:8]1[c:9]([NH:14][C:15](=[O:16])[c:17]2[cH:18][c:19]3[c:20]([s:21]2)[cH:22][cH:23][c:24]([O:26][CH2:27][CH2:28][O:29][CH2:30][CH2:31][O:32][CH3:33])[cH:25]3)[cH:10][cH:11][cH:12][cH:13]1)([CH3:5])([CH3:6])[CH3:34].[C:35](=[O:36])([OH:37])[O-:38].[Na+:39].[OH:40][C:41]([C:42]([F:43])([F:44])[F:45])=[O:46]>>[NH2:7][c:8]1[c:9]([NH:14][C:15](=[O:16])[c:17]2[cH:18][c:19]3[c:20]([s:21]2)[cH:22][cH:23][c:24]([O:26][CH2:27][CH2:28][O:29][CH2:30][CH2:31][O:32][CH3:33])[cH:25]3)[cH:10][cH:11][cH:12][cH:13]1. Reactants: CCCCCCCCCCCCN, COc1cccc(CN=C=S)c1, CCO. The product is CCCCCCCCCCCCNC(=S)NCc1cccc(OC)c1. RXN SMILES: [CH2:1]([CH2:2][CH2:3][CH2:4][CH2:5][CH2:6][CH2:7][CH2:8][CH2:9][CH2:10][CH2:11][CH3:12])[NH2:13].[CH3:14][O:15][c:16]1[cH:17][c:18]([CH2:19][N:20]=[C:21]=[S:22])[cH:23][cH:24][cH:25]1.[CH3:26][CH2:27][OH:28]>>[CH2:1]([CH2:2][CH2:3][CH2:4][CH2:5][CH2:6][CH2:7][CH2:8][CH2:9][CH2:10][CH2:11][CH3:12])[NH:13][C:21]([NH:20][CH2:19][c:18]1[cH:17][c:16]([O:15][CH3:14])[cH:25][cH:24][cH:23]1)=[S:22].